Dataset: the Open Reaction Database (ORD), a public repository of structured organic reaction records. Task: describe an organic reaction: reactants, conditions, products, and yield The reactants are C(N)(=O)N[C@@](CSC(C)(C)C)(C(=O)O)C (N-carbamoyl-S-tert-butyl-α-methyl-L-cysteine), resultant solution. Solvent: [OH-].[Li+] (lithium hydroxide). Conditions: time 1 hour. Yields the product C(C)(C)(C)SC[C@](N)(C(=O)O)C (S-tert-butyl-α-methyl-L-cysteine). Isolated yield 80.2%. RXN SMILES: C([NH:4][C@:5]([CH3:15])([C:12]([OH:14])=[O:13])[CH2:6][S:7][C:8]([CH3:11])([CH3:10])[CH3:9])(=O)N>[OH-].[Li+]>[C:8]([S:7][CH2:6][C@@:5]([CH3:15])([C:12]([OH:14])=[O:13])[NH2:4])([CH3:11])([CH3:9])[CH3:10] |f:1.2|. Reported procedure: N-carbamoyl-S-tert-butyl-α-methyl-L-cysteine (82.4 g, 351.4 mmol) was dissolved in a 18% aqueous lithium hydroxide solution (630 g), and the resultant solution was refluxed in nitrogen for 41 hours. After the solution was allowed to cool down to room temperature, the insoluble substance was filtered off, and the filtrate was adjusted to pH 6 by adding conc. hydrochloric acid (180.1 g). After stirring for about 1 hour, the mixture was cooled to 4° C. to 5° C., and further stirred for 1 hour. The ... The solvent is C1(=CC=CC=C1)C (toluene). Procedure details: 2-Bromo-1-chloro-4-(trifluoromethoxy)benzene (Description 25; 1.0 g, 3.6 mmol) and tri-n-butylvinyl tin (1.21 g, 3.8 mmol) were dissolved in toluene (20 mL) and the solution was degassed for 45 minutes with nitrogen. Tetrakis(triphenylphosphine) palladium (0) (100 mg) was then added and the solution heated at reflux for 2 hours. Once cooled, the solution was concentrated and the residue was purified by silica chromatography to give the title compound (274 mg, 1.2 mmol). Reactants: BrC1=C(C=CC(=C1)OC(F)(F)F)Cl (2-Bromo-1-chloro-4-(trifluoromethoxy)benzene), C(CCC)C(=C(CCCC)CCCC)[Sn] (tri-n-butylvinyl tin). Isolated yield 33.3%. Yields the product ClC1=C(C=C(C=C1)OC(F)(F)F)C=C (1-Chloro-2-vinyl-4-(trifluoromethoxy)benzene). RXN SMILES: Br[C:2]1[CH:7]=[C:6]([O:8][C:9]([F:12])([F:11])[F:10])[CH:5]=[CH:4][C:3]=1[Cl:13].[CH2:14](C([Sn])=C(CCCC)CCCC)[CH2:15]CC>C1(C)C=CC=CC=1>[Cl:13][C:3]1[CH:4]=[CH:5][C:6]([O:8][C:9]([F:12])([F:11])[F:10])=[CH:7][C:2]=1[CH:14]=[CH2:15] |^1:15|. The reactants are [N+](=O)([O-])[O-].[Ca+2].[N+](=O)([O-])[O-] (calcium nitrate), glass, NC(C(=O)O)P(=O)(O)O (2-amino-phosphonoacetic acid). Product: O.NC(C(=O)O)P(=O)(O)O (2-amino-phosphonoacetic acid monohydrate). RXN SMILES: [N+]([O-])([O-])=[O:2].[Ca+2].[N+]([O-])([O-])=O.[NH2:10][CH:11]([P:15]([OH:18])([OH:17])=[O:16])[C:12]([OH:14])=[O:13]>>[OH2:2].[NH2:10][CH:11]([P:15]([OH:18])([OH:17])=[O:16])[C:12]([OH:14])=[O:13] |f:0.1.2,4.5|. Reported procedure: 50 mls. of the calcium nitrate solution are placed in a 120 g glass bottle fitted with a screw cap. To this solution is added that volume of solution (c) required to produce a concentration of 2-amino-phosphonoacetic acid monohydrate of 5 ppm, 7.5 ppm or 10 ppm, respectively, in the final volume (100 ml) of test solution (e.g. 1.0 ml of 0.1% of solution (c) produce a concentration of 10 ppm of 2-amino-phosphonoacetic acid monohydrate in the test solution). 50 ml of solution (b) are added and the... The reactants are ClC=1C=C(C(=C(OC2CCN(CC2)C(=O)OC(C)(C)C)C1)C)C(=O)OC (tert-butyl 4-(5-chloro-3-(methoxycarbonyl)-2-methylphenoxy)piperidine-1-carboxylate), [OH-].[Na+] (NaOH). Solvent: CO (methanol). Conditions: temperature 55 celsius. Yields the product C(C)(C)(C)OC(=O)N1CCC(CC1)OC=1C(=C(C(=O)O)C=C(C1)Cl)C (3-((1-(tert -butoxycarbonyl)piperidin-4-yl)oxy)-5-chloro-2-methylbenzoic acid). Yield: 74.8%. RXN SMILES: [Cl:1][C:2]1[CH:3]=[C:4]([C:23]([O:25]C)=[O:24])[C:5]([CH3:22])=[C:6]([CH:21]=1)[O:7][CH:8]1[CH2:13][CH2:12][N:11]([C:14]([O:16][C:17]([CH3:20])([CH3:19])[CH3:18])=[O:15])[CH2:10][CH2:9]1.[OH-].[Na+]>CO>[C:17]([O:16][C:14]([N:11]1[CH2:10][CH2:9][CH:8]([O:7][C:6]2[C:5]([CH3:22])=[C:4]([CH:3]=[C:2]([Cl:1])[CH:21]=2)[C:23]([OH:25])=[O:24])[CH2:13][CH2:12]1)=[O:15])([CH3:20])([CH3:19])[CH3:18] |f:1.2|. Procedure: To a solution of tert-butyl 4-(5-chloro-3-(methoxycarbonyl)-2-methylphenoxy)piperidine-1-carboxylate (250 mg, 0.651 mmol) in methanol (1.0 mL) was added 6 N NaOH (2.1 mL, 13.03 mmol). The reaction was heated at 55° C. for 18 h. The reaction was cooled to RT and concentrated in vacuo. The residue was then suspended in water and acidified with 1N HCl solution, filtered, and dried to give 3-((1-(tert -butoxycarbonyl)piperidin-4-yl)oxy)-5-chloro-2-methylbenzoic acid (0.180 g, 0.487 mmol, 75% yield).... Reactants: C, CC(=O)NCCC1CCc2ccc3nc(CCCCOCc4ccccc4)oc3c21, CO, [Pd]. Yields the product CC(=O)NCCC1CCc2ccc3nc(CCCCO)oc3c21. RXN SMILES: [C:33].[CH2:1]([c:2]1[cH:3][cH:4][cH:5][cH:6][cH:7]1)[O:8][CH2:9][CH2:10][CH2:11][CH2:12][c:13]1[o:14][c:15]2[c:16]([n:17]1)[cH:18][cH:19][c:20]1[c:24]2[CH:23]([CH2:25][CH2:26][NH:27][C:28]([CH3:29])=[O:30])[CH2:22][CH2:21]1.[CH3:31][OH:32].[Pd:34]>>[OH:8][CH2:9][CH2:10][CH2:11][CH2:12][c:13]1[o:14][c:15]2[c:16]([n:17]1)[cH:18][cH:19][c:20]1[c:24]2[CH:23]([CH2:25][CH2:26][NH:27][C:28]([CH3:29])=[O:30])[CH2:22][CH2:21]1. The reactants are C(C)OC([C@@H](C[C@@H](CC1=CC=C(C=C1)C1=CC(=CC=C1)Cl)NC(CCC(=O)O)=O)C)=O ((2R,4S)-4-(3-carboxy-propionylamino)-5-(3′-chloro-biphenyl-4-yl)-2-methyl-pentanoic acid ethyl ester), [OH-].[Na+] (NaOH), Cl (HCl). Solvent: CCO (EtOH). Yields the product C(=O)(O)CCC(=O)N[C@@H](C[C@H](C(=O)O)C)CC1=CC=C(C=C1)C1=CC(=CC=C1)Cl ((2R,4S)-4-(3-carboxy-propionylamino)-5-(3′-chloro-biphenyl-4-yl)-2-methyl-pentanoic acid). Isolated yield 53.2%. Reaction SMILES: C([O:3][C:4](=[O:31])[C@H:5]([CH3:30])[CH2:6][C@H:7]([NH:22][C:23](=[O:29])[CH2:24][CH2:25][C:26]([OH:28])=[O:27])[CH2:8][C:9]1[CH:14]=[CH:13][C:12]([C:15]2[CH:20]=[CH:19][CH:18]=[C:17]([Cl:21])[CH:16]=2)=[CH:11][CH:10]=1)C.[OH-].[Na+].Cl>CCO>[C:26]([CH2:25][CH2:24][C:23]([NH:22][C@H:7]([CH2:8][C:9]1[CH:14]=[CH:13][C:12]([C:15]2[CH:20]=[CH:19][CH:18]=[C:17]([Cl:21])[CH:16]=2)=[CH:11][CH:10]=1)[CH2:6][C@@H:5]([CH3:30])[C:4]([OH:31])=[O:3])=[O:29])([OH:28])=[O:27] |f:1.2|. Reported procedure: To a stirred solution of (2R,4S)-4-(3-carboxy-propionylamino)-5-(3′-chloro-biphenyl-4-yl)-2-methyl-pentanoic acid ethyl ester (20 mg, 0.045 mmol) in 2 ml EtOH was added 1 ml of aqueous 1M NaOH and the solution was stirred for an hour. The reaction mixture was acidified to pH=2 to 3 with aqueous 1M HCl. Solvent was removed under reduced pressure and the residue was purified by RP-HPLC to give 10 mg (2R,4S)-4-(3-carboxy-propionylamino)-5-(3′-chloro-biphenyl-4-yl)-2-methyl-pentanoic acid. LC/MS m/z... Starting materials: COC(CC1=CC=C(C=C1)C#C)=O (4-ethinylphenylacetic acid methyl ester), COC(CCC1=NC(=CC=C1O)I)=O (3-(3-hydroxy-6-iodo-2-pyridyl)-propionic acid methyl ester). Yields the product COC(CCC1=NC(=CC=C1O)C#CC1=CC=C(C=C1)CC(=O)OC)=O (3-{3-hydroxy-6-[2-(4-methoxycarbonylmethylphenyl)-ethinyl]-2-pyridyl}-propionic acid methyl ester). Isolated yield 39.6%. RXN SMILES: [CH3:1][O:2][C:3](=[O:13])[CH2:4][C:5]1[CH:10]=[CH:9][C:8]([C:11]#[CH:12])=[CH:7][CH:6]=1.[CH3:14][O:15][C:16](=[O:27])[CH2:17][CH2:18][C:19]1[C:24]([OH:25])=[CH:23][CH:22]=[C:21](I)[N:20]=1>>[CH3:14][O:15][C:16](=[O:27])[CH2:17][CH2:18][C:19]1[C:24]([OH:25])=[CH:23][CH:22]=[C:21]([C:12]#[C:11][C:8]2[CH:7]=[CH:6][C:5]([CH2:4][C:3]([O:2][CH3:1])=[O:13])=[CH:10][CH:9]=2)[N:20]=1. Reported procedure: Under the conditions of example 5 A, 5 g of the crude 4-ethinylphenylacetic acid methyl ester is reacted with 7.9 g of 3-(3-hydroxy-6-iodo-2-pyridyl)-propionic acid methyl ester, worked up, and the crude product is chromatographed on silica gel with hexane/0-50% ethyl acetate. 3.6 g of 3-{3-hydroxy-6-[2-(4-methoxycarbonylmethylphenyl)-ethinyl]-2-pyridyl}-propionic acid methyl ester of melting point 122°-125° C. is obtained.